From a dataset of the Open Reaction Database (ORD), a public repository of structured organic reaction records. describe an organic reaction: reactants, conditions, products, and yield Starting materials: FC=1C=C(COC2=C(C=C(C=C2)CCNCC(=O)NC)OC)C=CC1 (2-[2-[4-(3-Fluoro-benzyloxy)-3-methoxy-phenyl]-ethylamino]-N-methyl-acetamide), CC(C=O)C (2-methyl-propionaldehyde), ClCCl.C(C)(=O)O (dichloromethane acetic acid), (polystyrylmethyl)trimethylammonium cyanoborohydride. The solvent is CO (methanol). Conditions: time 8 hour. Product: Cl.FC=1C=C(COC2=C(C=C(C=C2)CCN(CC(=O)NC)CC(C)C)OC)C=CC1 (2-[[2-[4-(3-Fluoro-benzyloxy)-3-methoxy-phenyl]-ethyl]-isobutylamino]-N-methyl-acetamide hydrochloride). The yield is 77.0%. As a reaction SMILES: [F:1][C:2]1[CH:3]=[C:4]([CH:23]=[CH:24][CH:25]=1)[CH2:5][O:6][C:7]1[CH:12]=[CH:11][C:10]([CH2:13][CH2:14][NH:15][CH2:16][C:17]([NH:19][CH3:20])=[O:18])=[CH:9][C:8]=1[O:21][CH3:22].[CH3:26][CH:27]([CH3:30])[CH:28]=O.[Cl:31]CCl.C(O)(=O)C>CO>[ClH:31].[F:1][C:2]1[CH:3]=[C:4]([CH:23]=[CH:24][CH:25]=1)[CH2:5][O:6][C:7]1[CH:12]=[CH:11][C:10]([CH2:13][CH2:14][N:15]([CH2:26][CH:27]([CH3:30])[CH3:28])[CH2:16][C:17]([NH:19][CH3:20])=[O:18])=[CH:9][C:8]=1[O:21][CH3:22] |f:2.3,5.6|. Reported procedure: 90 mg of 2-[2-[4-(3-Fluoro-benzyloxy)-3-methoxy-phenyl]-ethylamino]-N-methyl-acetamide (0.235 mmol) and 19 mg (0.263 mmol) of 2-methyl-propionaldehyde were dissolved in 6 ml of a dichloromethane/acetic acid (8:2, v:v) mixture and 1.5 ml of methanol. 100 mg (0.425 mmol) of (polystyrylmethyl)trimethylammonium cyanoborohydride (loading: 4.25 mmol/g) were added and the mixture was stirred at room temperature overnight. The resin was filtered and the solvent was removed. The crude product was purifie... Starting materials: O1CC(C1)=O (Oxetan-3-one), COC(=O)C=P(C1=CC=CC=C1)(C1=CC=CC=C1)C1=CC=CC=C1 ((Methoxycarbonylmethylene) triphenylphosphorane). The solvent is ClCCl (dichloromethane). Conditions: time 15 minute. Product: COC(C=C1COC1)=O (Oxetan-3-ylidene-acetic acid methyl ester). Isolated yield 64.0%. RXN SMILES: [O:1]1[CH2:4][C:3](=O)[CH2:2]1.[CH3:6][O:7][C:8]([CH:10]=P(C1C=CC=CC=1)(C1C=CC=CC=1)C1C=CC=CC=1)=[O:9]>ClCCl>[CH3:6][O:7][C:8](=[O:9])[CH:10]=[C:3]1[CH2:2][O:1][CH2:4]1. Reported procedure: Oxetan-3-one (commercially available) (50 mg, 0.69 mmol) was solved in 1 ml dichloromethane and cooled to 0-5° C. (Methoxycarbonylmethylene) triphenylphosphorane (255 mg, 0.76 mmol) was added and the mixture stirred for 15 minutes. The mixture was directly purified with column chromatography on silica gel using heptane:ethyl acetate 100:0->0:100. The product fractions were concentrated to give 57 mg (64% yield) of a white solid. The reactants are CCOC(C)=O, CCN(C(C)C)C(C)C, N#Cc1cnc(NCc2ccccc2OC(F)(F)F)nc1Cl, CC(C)(C)OC(=O)NC1CCC(CN)CC1, CN(C)C=O. Product: CC(C)(C)OC(=O)NC1CCC(CNc2nc(NCc3ccccc3OC(F)(F)F)ncc2C#N)CC1. Reaction SMILES: [CH3:53][CH2:54][O:55][C:56]([CH3:57])=[O:58].[CH:39]([N:40]([CH2:41][CH3:42])[CH:43]([CH3:44])[CH3:45])([CH3:46])[CH3:47].[Cl:1][c:2]1[n:3][c:4]([NH:10][CH2:11][c:12]2[c:13]([O:18][C:19]([F:20])([F:21])[F:22])[cH:14][cH:15][cH:16][cH:17]2)[n:5][cH:6][c:7]1[C:8]#[N:9].[NH2:23][CH2:24][CH:25]1[CH2:26][CH2:27][CH:28]([NH:31][C:32]([O:33][C:34]([CH3:35])([CH3:36])[CH3:37])=[O:38])[CH2:29][CH2:30]1.[O:48]=[CH:49][N:50]([CH3:51])[CH3:52]>>[c:2]1([NH:23][CH2:24][CH:25]2[CH2:26][CH2:27][CH:28]([NH:31][C:32]([O:33][C:34]([CH3:35])([CH3:36])[CH3:37])=[O:38])[CH2:29][CH2:30]2)[n:3][c:4]([NH:10][CH2:11][c:12]2[c:13]([O:18][C:19]([F:20])([F:21])[F:22])[cH:14][cH:15][cH:16][cH:17]2)[n:5][cH:6][c:7]1[C:8]#[N:9]. The reactants are Nc1cccc(Cl)c1, Clc1nccc2cccnc12. Yields the product Clc1cccc(Nc2nccc3cccnc23)c1. Reaction SMILES: [Cl:12][c:13]1[cH:14][c:15]([NH2:16])[cH:17][cH:18][cH:19]1.[Cl:1][c:2]1[n:3][cH:4][cH:5][c:6]2[cH:7][cH:8][cH:9][n:10][c:11]12>>[c:2]1([NH:16][c:15]2[cH:14][c:13]([Cl:12])[cH:19][cH:18][cH:17]2)[n:3][cH:4][cH:5][c:6]2[cH:7][cH:8][cH:9][n:10][c:11]12.